Dataset: the Open Reaction Database (ORD), a public repository of structured organic reaction records. Task: describe an organic reaction: reactants, conditions, products, and yield The reactants are CC[SiH](CC)CC, Cc1csc2nc(C(=O)NCc3ccnc(OCCSc4ncn(C(c5ccccc5)(c5ccccc5)c5ccccc5)n4)c3)[nH]c(=O)c12, ClCCl, O=C(O)C(F)(F)F. The product is Cc1csc2nc(C(=O)NCc3ccnc(OCCSc4nc[nH]n4)c3)[nH]c(=O)c12. As a reaction SMILES: [CH2:50]([SiH:51]([CH2:52][CH3:53])[CH2:54][CH3:55])[CH3:56].[CH3:1][c:2]1[cH:3][s:4][c:5]2[n:6][c:7]([C:12](=[O:13])[NH:14][CH2:15][c:16]3[cH:17][c:18]([O:22][CH2:23][CH2:24][S:25][c:26]4[n:27][n:28]([C:31]([c:32]5[cH:33][cH:34][cH:35][cH:36][cH:37]5)([c:38]5[cH:39][cH:40][cH:41][cH:42][cH:43]5)[c:44]5[cH:45][cH:46][cH:47][cH:48][cH:49]5)[cH:29][n:30]4)[n:19][cH:20][cH:21]3)[nH:8][c:9](=[O:11])[c:10]12.[Cl:64][CH2:65][Cl:66].[OH:57][C:58]([C:59]([F:60])([F:61])[F:62])=[O:63]>>[CH3:1][c:2]1[cH:3][s:4][c:5]2[n:6][c:7]([C:12](=[O:13])[NH:14][CH2:15][c:16]3[cH:17][c:18]([O:22][CH2:23][CH2:24][S:25][c:26]4[n:27][nH:28][cH:29][n:30]4)[n:19][cH:20][cH:21]3)[nH:8][c:9](=[O:11])[c:10]12. The reactants are O1C(NC2=C1C=C1C(=C2)OC(=C1)C(=O)O)=O (3H-furo[2,3-f]benzoxazole-2-one-6-carboxylic acid), C(C1=CC=CC=C1)OC1CCNCC1 (4-benzyloxypiperidine). Solvent: C(C)OCC (diethyl ether). Yields the product C(C1=CC=CC=C1)OC1CCN(CC1)C(=O)C1=CC2=CC3=C(NC(O3)=O)C=C2O1 (6-(4-Benzyloxypiperidin-1-carbonyl)-3H-furo[3′,2′:4,5]benzo[1,2-d]oxazole-2-one). As a reaction SMILES: [O:1]1[C:5]2[CH:6]=[C:7]3[CH:12]=[C:11]([C:13]([OH:15])=O)[O:10][C:8]3=[CH:9][C:4]=2[NH:3][C:2]1=[O:16].[CH2:17]([O:24][CH:25]1[CH2:30][CH2:29][NH:28][CH2:27][CH2:26]1)[C:18]1[CH:23]=[CH:22][CH:21]=[CH:20][CH:19]=1>C(OCC)C>[CH2:17]([O:24][CH:25]1[CH2:30][CH2:29][N:28]([C:13]([C:11]2[O:10][C:8]3[C:7](=[CH:6][C:5]4[O:1][C:2](=[O:16])[NH:3][C:4]=4[CH:9]=3)[CH:12]=2)=[O:15])[CH2:27][CH2:26]1)[C:18]1[CH:19]=[CH:20][CH:21]=[CH:22][CH:23]=1. Procedure: The title compound is prepared from 3H-furo[2,3-f]benzoxazole-2-one-6-carboxylic acid and 4-benzyloxypiperidine according to the method described in Example 1/c. Mp.: 217-219° C. (diethyl ether). The reactants are NC=1C=C(C(=NC1)Cl)NS(=O)(=O)N1CCOCC1 (N-(5-amino-2-chloropyridin-3-yl)morpholine-4-sulfonamide), FC1=NC=C(C=C1C1=NC(=NC(=N1)C)N)OC (4-(2-Fluoro-5-Methoxypyridin-3-yl)-6-Methyl-1,3,5-Triazin-2-Amine), C[Si](C)(C)[N-][Si](C)(C)C.[Na+] (NaHMDS). The solvent is CN(C)C=O (DMF). Reaction conditions: temperature 0 celsius, time 45 minute. Yields the product NC1=NC(=NC(=N1)C)C=1C(=NC=C(C1)OC)NC=1C=C(C(=NC1)Cl)NS(=O)(=O)N1CCOCC1 (N-(5-(3-(4-amino-6-methyl-1,3,5-triazin-2-yl)-5-methoxypyridin-2-ylamino)-2-chloropyridin-3-yl)morpholine-4-sulfonamide). The yield is 11.2%. RXN SMILES: [NH2:1][C:2]1[CH:3]=[C:4]([NH:9][S:10]([N:13]2[CH2:18][CH2:17][O:16][CH2:15][CH2:14]2)(=[O:12])=[O:11])[C:5]([Cl:8])=[N:6][CH:7]=1.F[C:20]1[C:25]([C:26]2[N:31]=[C:30]([CH3:32])[N:29]=[C:28]([NH2:33])[N:27]=2)=[CH:24][C:23]([O:34][CH3:35])=[CH:22][N:21]=1.C[Si]([N-][Si](C)(C)C)(C)C.[Na+]>CN(C=O)C>[NH2:33][C:28]1[N:29]=[C:30]([CH3:32])[N:31]=[C:26]([C:25]2[C:20]([NH:1][C:2]3[CH:3]=[C:4]([NH:9][S:10]([N:13]4[CH2:18][CH2:17][O:16][CH2:15][CH2:14]4)(=[O:12])=[O:11])[C:5]([Cl:8])=[N:6][CH:7]=3)=[N:21][CH:22]=[C:23]([O:34][CH3:35])[CH:24]=2)[N:27]=1 |f:2.3|. Procedure: To a stirred solution of N-(5-amino-2-chloropyridin-3-yl)morpholine-4-sulfonamide (0.0819 g, 0.280 mmol) and 4-(2-fluoro-5-methoxypyridin-3-yl)-6-methyl-1,3,5-triazin-2-amine (Example 330 step 5, 0.0621 g, 0.264 mmol) in DMF (1 mL) in 5 mL microwave vial, NaHMDS (Aldrich, 1 M in THF, 1.06 mL, 1.06 mmol) was added dropwise at 0° C. The mixture was stirred at 0° C. for 45 min. The reaction mixture was partitioned between saturated aqueous ammonium chloride (30 mL) and 25% isopropanol in chloroform... Reactants: c1ccc(CN2CC3CNCC3C2)cc1, CCO, CCN(C(C)C)C(C)C, FC(F)(F)c1nnc2ccc(Cl)nn12, Cl. The product is FC(F)(F)c1nnc2ccc(N3CC4CN(Cc5ccccc5)CC4C3)nn12. RXN SMILES: [CH2:2]([c:3]1[cH:4][cH:5][cH:6][cH:7][cH:8]1)[N:9]1[CH2:10][CH:11]2[CH2:12][NH:13][CH2:14][CH:15]2[CH2:16]1.[CH3:40][CH2:41][OH:42].[CH:17]([N:18]([CH:19]([CH3:20])[CH3:21])[CH2:22][CH3:23])([CH3:24])[CH3:25].[Cl:26][c:27]1[n:28][n:29]2[c:30]([cH:31][cH:32]1)[n:33][n:34][c:35]2[C:36]([F:37])([F:38])[F:39].[ClH:1]>>[CH2:2]([c:3]1[cH:4][cH:5][cH:6][cH:7][cH:8]1)[N:9]1[CH2:10][CH:11]2[CH2:12][N:13]([c:27]3[n:28][n:29]4[c:30]([cH:31][cH:32]3)[n:33][n:34][c:35]4[C:36]([F:37])([F:38])[F:39])[CH2:14][CH:15]2[CH2:16]1. The reactants are O=C(Cl)OCc1ccccc1, [K+], [K+], CCOC(=O)C1CCCNC1, O=C([O-])[O-]. Product: CCOC(=O)C1CCCN(C(=O)OCc2ccccc2)C1. RXN SMILES: [C:18]([O:19][CH2:20][c:21]1[cH:22][cH:23][cH:24][cH:25][cH:26]1)(=[O:27])[Cl:28].[K+:12].[K+:13].[NH:1]1[CH2:2][CH:3]([C:7](=[O:8])[O:9][CH2:10][CH3:11])[CH2:4][CH2:5][CH2:6]1.[O-:14][C:15]([O-:16])=[O:17]>>[N:1]1([C:18]([O:19][CH2:20][c:21]2[cH:22][cH:23][cH:24][cH:25][cH:26]2)=[O:27])[CH2:2][CH:3]([C:7](=[O:8])[O:9][CH2:10][CH3:11])[CH2:4][CH2:5][CH2:6]1. Procedure: By the method of Example 1, 7-benzyloxy-3-bromo-4-chromanone was converted to 7-benzyloxy-3-(3-pyridyloxy)-4-chromanone, which, by the method of Example 2 was converted to present title product, mp 73°-75° C.; HRMS 349.1302, calcd. 349 1315; 1H-NMR (300 MHz, CDCl3) includes delta 5.04 (s, 2H). The reactants are C(C1=CC=CC=C1)OC1=CC=C2C(C(COC2=C1)Br)=O (7-benzyloxy-3-bromo-4-chromanone), C(C1=CC=CC=C1)OC1=CC=C2C(C(COC2=C1)OC=1C=NC=CC1)=O (7-benzyloxy-3-(3-pyridyloxy)-4-chromanone). Reaction SMILES: C(OC1C=C2C(C(=O)C(Br)CO2)=CC=1)C1C=CC=CC=1.[CH2:21]([O:28][C:29]1[CH:38]=[C:37]2[C:32]([C:33](=[O:46])[CH:34]([O:39][C:40]3[CH:41]=[N:42][CH:43]=[CH:44][CH:45]=3)[CH2:35][O:36]2)=[CH:31][CH:30]=1)[C:22]1[CH:27]=[CH:26][CH:25]=[CH:24][CH:23]=1>>[CH2:21]([O:28][C:29]1[CH:38]=[C:37]2[C:32]([C@H:33]([OH:46])[C@H:34]([O:39][C:40]3[CH:41]=[N:42][CH:43]=[CH:44][CH:45]=3)[CH2:35][O:36]2)=[CH:31][CH:30]=1)[C:22]1[CH:27]=[CH:26][CH:25]=[CH:24][CH:23]=1. The product is C(C1=CC=CC=C1)OC1=CC=C2[C@@H]([C@@H](COC2=C1)OC=1C=NC=CC1)O (cis-7-Benzyloxy-3-(3-pyridyloxy)-4-chromanol). Starting materials: CCCCc1nc2cc(NC(=O)N(C)C)c(C)nc2n1Cc1ccc(OC(C(=O)OCC)c2ccccc2)cc1, CCO, [Na+], [OH-]. Product: CCCCc1nc2cc(NC(=O)N(C)C)c(C)nc2n1Cc1ccc(OC(C(=O)O)c2ccccc2)cc1. Reaction SMILES: [CH2:1]([CH2:2][CH2:3][CH3:4])[c:5]1[n:6][c:7]2[c:8]([n:9][c:10]([CH3:19])[c:11]([NH:13][C:14](=[O:15])[N:16]([CH3:17])[CH3:18])[cH:12]2)[n:20]1[CH2:21][c:22]1[cH:23][cH:24][c:25]([O:28][CH:29]([c:30]2[cH:31][cH:32][cH:33][cH:34][cH:35]2)[C:36](=[O:37])[O:38][CH2:39][CH3:40])[cH:26][cH:27]1.[CH3:43][CH2:44][OH:45].[Na+:42].[OH-:41]>>[CH2:1]([CH2:2][CH2:3][CH3:4])[c:5]1[n:6][c:7]2[c:8]([n:9][c:10]([CH3:19])[c:11]([NH:13][C:14](=[O:15])[N:16]([CH3:17])[CH3:18])[cH:12]2)[n:20]1[CH2:21][c:22]1[cH:23][cH:24][c:25]([O:28][CH:29]([c:30]2[cH:31][cH:32][cH:33][cH:34][cH:35]2)[C:36](=[O:37])[OH:38])[cH:26][cH:27]1.